From a dataset of the Open Reaction Database (ORD), a public repository of structured organic reaction records. describe an organic reaction: reactants, conditions, products, and yield Reactants: O=C[O-], O=C(c1ccc(F)cc1)c1ccc(F)cc1, [NH4+], O. The product is O=CNC(c1ccc(F)cc1)c1ccc(F)cc1. Reaction SMILES: [CH:17](=[O:18])[O-:19].[F:1][c:2]1[cH:3][cH:4][c:5]([C:6](=[O:7])[c:8]2[cH:9][cH:10][c:11]([F:14])[cH:12][cH:13]2)[cH:15][cH:16]1.[NH4+:20].[OH2:21]>>[F:1][c:2]1[cH:3][cH:4][c:5]([CH:6]([c:8]2[cH:9][cH:10][c:11]([F:14])[cH:12][cH:13]2)[NH:20][CH:17]=[O:19])[cH:15][cH:16]1. Reactants: C(C)(C)(C)OC(N(CC1=NC2=CC=CC=C2C=C1Br)CC1=CC=CC=C1)=O (benzyl-(3-bromo-quinolin-2-ylmethyl)-carbamic acid tert-butyl ester), C(C)OC(CC1=CC(=C(C=C1)OC)B1OC(C(O1)(C)C)(C)C)=O ([4-methoxy-3-(4,4,5,5-tetramethyl-[1,3,2]dioxaborolan-2-yl)-phenyl]-acetic acid ethyl ester). Product: C(C)OC(CC1=CC(=C(C=C1)OC)C=1C(=NC2=CC=CC=C2C1)CN(C(=O)OC(C)(C)C)CC1=CC=CC=C1)=O ((3-{2-[(Benzyl-tert-butoxycarbonyl-amino)-methyl]-quinolin-3-yl}-4-methoxy-phenyl)-acetic acid ethyl ester). Reaction SMILES: [C:1]([O:5][C:6](=[O:27])[N:7]([CH2:20][C:21]1[CH:26]=[CH:25][CH:24]=[CH:23][CH:22]=1)[CH2:8][C:9]1[C:18](Br)=[CH:17][C:16]2[C:11](=[CH:12][CH:13]=[CH:14][CH:15]=2)[N:10]=1)([CH3:4])([CH3:3])[CH3:2].[CH2:28]([O:30][C:31](=[O:50])[CH2:32][C:33]1[CH:38]=[CH:37][C:36]([O:39][CH3:40])=[C:35](B2OC(C)(C)C(C)(C)O2)[CH:34]=1)[CH3:29]>>[CH2:28]([O:30][C:31](=[O:50])[CH2:32][C:33]1[CH:38]=[CH:37][C:36]([O:39][CH3:40])=[C:35]([C:18]2[C:9]([CH2:8][N:7]([CH2:20][C:21]3[CH:26]=[CH:25][CH:24]=[CH:23][CH:22]=3)[C:6]([O:5][C:1]([CH3:4])([CH3:3])[CH3:2])=[O:27])=[N:10][C:11]3[C:16]([CH:17]=2)=[CH:15][CH:14]=[CH:13][CH:12]=3)[CH:34]=1)[CH3:29]. Reported procedure: Prepared according to the procedure described in Example 5, Step 3, using the following starting materials: benzyl-(3-bromo-quinolin-2-ylmethyl)-carbamic acid tert-butyl ester and [4-methoxy-3-(4,4,5,5-tetramethyl-[1,3,2]dioxaborolan-2-yl)-phenyl]-acetic acid ethyl ester. The reactants are C(O)([O-])=O.[Na+] (sodium hydrogen carbonate), C(C)N(C(C)C)C(C)C (N-ethyldiisopropylamine), C(C)(C)(C)OC(=O)NCCC(=O)ON1C(CCC1=O)=O (N-[3-(tert-butoxycarbonylamino)propionyloxy]succinimide), S(O)(O)(=O)=O.NC=1C=NN(C1N)CCO (4,5-diamino-1-(2-hydroxyethyl)pyrazole sulfuric acid salt). Run in [Cl-].[Na+].O (brine), C(Cl)Cl (methylene chloride). Run at time 6 hour. Yields the product NC1=C(C=NN1CCO)NC(CCNC(=O)OC(C)(C)C)=O (5-amino-4-[3-(tert-butoxycarbonylamino)propionyl]amino-1-(2-hydroxyethyl)pyrazole). Isolated yield 65.5%. RXN SMILES: S(=O)(=O)(O)O.[NH2:6][C:7]1[CH:8]=[N:9][N:10]([CH2:13][CH2:14][OH:15])[C:11]=1[NH2:12].C(N(C(C)C)C(C)C)C.[C:25]([O:29][C:30]([NH:32][CH2:33][CH2:34][C:35](ON1C(=O)CCC1=O)=[O:36])=[O:31])([CH3:28])([CH3:27])[CH3:26].C(=O)([O-])O.[Na+]>C(Cl)Cl.[Cl-].[Na+].O>[NH2:12][C:11]1[N:10]([CH2:13][CH2:14][OH:15])[N:9]=[CH:8][C:7]=1[NH:6][C:35](=[O:36])[CH2:34][CH2:33][NH:32][C:30]([O:29][C:25]([CH3:27])([CH3:26])[CH3:28])=[O:31] |f:0.1,4.5,7.8.9|. Reported procedure: To a suspension of 4,5-diamino-1-(2-hydroxyethyl)pyrazole sulfuric acid salt (2.4 g) in methylene chloride (40 ml) were added N-ethyldiisopropylamine (2.1ml) and N-[3-(tert-butoxycarbonylamino)propionyloxy]succinimide (2.3 g) under ice-cooling, and the mixture was stirred at room temperature for 6 hours. To the reaction mixture were added brine (40 ml) and saturated aqueous sodium hydrogen carbonate solution (20 ml), and the mixture was extracted with a mixture of ethyl acetate and 2-propanol, (... The reactants are C(C)OC(=O)NCC1=NC=CC=N1 (2-ethoxycarbonylaminomethyl-pyrimidine), [OH-].[K+] (KOH), C(C#C)Br (propargylbromide). Reagents/catalysts: [Br-].C(C)[N+](CC1=CC=CC=C1)(CC)CC (triethylbenzylammoniumbromide). Run in C1(=CC=CC=C1)C (toluene). Reaction conditions: time 15 hour. Product: C(C)OC(=O)N(CC#C)CC1=NC=CC=N1 (2-(N-Ethoxycarbonyl-N-propargyl-aminomethyl)-pyrimidine). Reaction SMILES: [CH2:1]([O:3][C:4]([NH:6][CH2:7][C:8]1[N:13]=[CH:12][CH:11]=[CH:10][N:9]=1)=[O:5])[CH3:2].[OH-].[K+].[CH2:16](Br)[C:17]#[CH:18]>[Br-].C([N+](CC)(CC)CC1C=CC=CC=1)C.C1(C)C=CC=CC=1>[CH2:1]([O:3][C:4]([N:6]([CH2:7][C:8]1[N:9]=[CH:10][CH:11]=[CH:12][N:13]=1)[CH2:18][C:17]#[CH:16])=[O:5])[CH3:2] |f:1.2,4.5|. Procedure: 18.1 g (0.1 mol) of 2-ethoxycarbonylaminomethyl-pyrimidine are added to a suspension of 20 g (0.3 mol) of pulverized KOH and 1.1 g (5 mmol) of triethylbenzylammoniumbromide in 200 g of toluene, and then 18 g (0.12 mol) of propargylbromide (80% solution in toluene) at room temperature. The mixture is subsequently stirred for 15 hours at room temperature, the salts are filtered off with suction, the filtrate is washed with brine, dried with MgSO4 concentrated and distilled. The reaction product is... Isolated yield 92.3%. Reactants: C(C1=CC=CC=C1)N (benzylamine), CC(CCC(C)=O)=O (2,5-hexanedione), C(C)(=O)O (acetic acid). Procedure: A mixture of benzylamine (10.7 g, 0.10 mol) and 2,5-hexanedione (11.4 g, 0.10 mol) and acetic acid (2.5 mL, 0.04 mol) in 50 mL toluene was heated at reflux under a Dean-Stark trap for 0.75hr. The resulting mixture was concentrated in vacuo to provide a viscous oil. The oil was dissolved in several volumes of isopropyl ether, then the solution was washed with 10% aqueous hydrochloric acid. The ether solution was dried and concentrated in vacuo to provide 2,5-dimethyl-1-benzylpyrrole (17.1 g, 92%)... As a reaction SMILES: [CH2:1]([NH2:8])[C:2]1[CH:7]=[CH:6][CH:5]=[CH:4][CH:3]=1.[CH3:9][C:10](=O)[CH2:11][CH2:12][C:13](=O)[CH3:14].C(O)(=O)C>C1(C)C=CC=CC=1.C(OC(C)C)(C)C>[CH3:14][C:13]1[N:8]([CH2:1][C:2]2[CH:7]=[CH:6][CH:5]=[CH:4][CH:3]=2)[C:10]([CH3:9])=[CH:11][CH:12]=1. Yields the product CC=1N(C(=CC1)C)CC1=CC=CC=C1 (2,5-dimethyl-1-benzylpyrrole). The solvent is C1(=CC=CC=C1)C (toluene), C(C)(C)OC(C)C (isopropyl ether). Product: CC1=C(C(=CC=C1)C)C1=CC=C(C=C1)C(=O)N1[C@@H](CC(C1)=NOC)C(=O)NCCC1=CC=C(C=C1)O ((2S,4EZ)-1-[(2′,6′-dimethyl[1,1′-biphenyl]-4-yl)carbonyl]-N-[2-(4-hydroxyphenyl)ethyl]-4-(methoxyimino)-2-pyrrolidinecarboxamide). Starting materials: C(C)(C)(C)OC(=O)N1[C@@H](CC(C1)=NOC)C(=O)O ((2S,4EZ)-1-(tert-butoxycarbonyl)-4-(methoxyimino)-2-pyrrolidinecarboxylic acid), CC1=C(C(=CC=C1)C)C1=CC=C(C=C1)C(=O)O (2′,6′-dimethyl[1,1′-biphenyl]-4-carboxylic acid), NCCC1=CC=C(C=C1)O (4-(2-aminoethyl)phenol). RXN SMILES: C(O[C:6]([N:8]1[CH2:12][C:11](=[N:13][O:14][CH3:15])[CH2:10][C@H:9]1[C:16]([OH:18])=O)=[O:7])(C)(C)C.[CH3:19][C:20]1[CH:25]=[CH:24][CH:23]=[C:22]([CH3:26])[C:21]=1[C:27]1[CH:32]=[CH:31][C:30](C(O)=O)=[CH:29][CH:28]=1.[NH2:36][CH2:37][CH2:38][C:39]1[CH:44]=[CH:43][C:42]([OH:45])=[CH:41][CH:40]=1>>[CH3:26][C:22]1[CH:23]=[CH:24][CH:25]=[C:20]([CH3:19])[C:21]=1[C:27]1[CH:28]=[CH:29][C:30]([C:6]([N:8]2[CH2:12][C:11](=[N:13][O:14][CH3:15])[CH2:10][C@H:9]2[C:16]([NH:36][CH2:37][CH2:38][C:39]2[CH:44]=[CH:43][C:42]([OH:45])=[CH:41][CH:40]=2)=[O:18])=[O:7])=[CH:31][CH:32]=1. Procedure: Following the general method as outlined in Example 22, starting from (2S,4EZ)-1-(tert-butoxycarbonyl)-4-(methoxyimino)-2-pyrrolidinecarboxylic acid, 2′,6′-dimethyl[1,1′-biphenyl]-4-carboxylic acid, and 4-(2-aminoethyl)phenol, the title compound was obtained in 87% purity by HPLC. MS(ESI+): m/z=486. The reactants are BrC1=CC=C(C=C1)C1CC(=NN1C1=C(C=C(C=C1)F)F)C(O)(C(F)(F)F)C(F)(F)F (5-(4-Bromo-phenyl)-1-(2,4-difluoro-phenyl)-3-[di-(trifluoromethyl)-hydroxy-methyl]-4,5-dihydro-1H-pyrazole), C(=O)(OC(C)(C)C)N1CCNCC1 (1-BOC-piperazine), C=1C=CC(=CC1)P(C=2C=CC=CC2)C3=CC=C4C=CC=CC4=C3C5=C6C=CC=CC6=CC=C5P(C=7C=CC=CC7)C=8C=CC=CC8 (BINAP), CC(C)([O-])C.[Na+] (sodium t-butoxide). Reagents/catalysts: C=1C=CC(=CC1)/C=C/C(=O)/C=C/C2=CC=CC=C2.C=1C=CC(=CC1)/C=C/C(=O)/C=C/C2=CC=CC=C2.C=1C=CC(=CC1)/C=C/C(=O)/C=C/C2=CC=CC=C2.[Pd].[Pd] (Pd2(dba)3). Run in C1(=CC=CC=C1)C (toluene). Conditions: temperature 100 celsius, time 12 hour. Yields the product FC1=C(C=CC(=C1)F)N1N=C(CC1C1=CC=C(C=C1)N1CCN(CC1)C(=O)OC(C)(C)C)C(O)(C(F)(F)F)C(F)(F)F (1-(2,4-difluoro-phenyl)-5-[4-(4-BOC-piperazin-1-yl)-phenyl]-3-[di-(trifluoromethyl)-hydroxy-methyl]-4,5-dihydro-1H-pyrazole). Isolated yield 56.4%. As a reaction SMILES: Br[C:2]1[CH:7]=[CH:6][C:5]([CH:8]2[N:12]([C:13]3[CH:18]=[CH:17][C:16]([F:19])=[CH:15][C:14]=3[F:20])[N:11]=[C:10]([C:21]([C:27]([F:30])([F:29])[F:28])([C:23]([F:26])([F:25])[F:24])[OH:22])[CH2:9]2)=[CH:4][CH:3]=1.[C:31]([N:38]1[CH2:43][CH2:42][NH:41][CH2:40][CH2:39]1)([O:33][C:34]([CH3:37])([CH3:36])[CH3:35])=[O:32].C1C=CC(P(C2C(C3C(P(C4C=CC=CC=4)C4C=CC=CC=4)=CC=C4C=3C=CC=C4)=C3C(C=CC=C3)=CC=2)C2C=CC=CC=2)=CC=1.CC(C)([O-])C.[Na+]>C1C=CC(/C=C/C(/C=C/C2C=CC=CC=2)=O)=CC=1.C1C=CC(/C=C/C(/C=C/C2C=CC=CC=2)=O)=CC=1.C1C=CC(/C=C/C(/C=C/C2C=CC=CC=2)=O)=CC=1.[Pd].[Pd].C1(C)C=CC=CC=1>[F:20][C:14]1[CH:15]=[C:16]([F:19])[CH:17]=[CH:18][C:13]=1[N:12]1[CH:8]([C:5]2[CH:6]=[CH:7][C:2]([N:41]3[CH2:40][CH2:39][N:38]([C:31]([O:33][C:34]([CH3:37])([CH3:36])[CH3:35])=[O:32])[CH2:43][CH2:42]3)=[CH:3][CH:4]=2)[CH2:9][C:10]([C:21]([C:23]([F:24])([F:26])[F:25])([C:27]([F:29])([F:28])[F:30])[OH:22])=[N:11]1 |f:3.4,5.6.7.8.9|. Procedure: 5-(4-Bromo-phenyl)-1-(2,4-difluoro-phenyl)-3-[di-(trifluoromethyl)-hydroxy-methyl]-4,5-dihydro-1H-pyrazole (500.0 mg, 0.99 mmol) prepared in Step 2 of Preparation 22, 1-BOC-piperazine (222.0 mg, 1.19 mmol), Pd2(dba)3 (45.0 mg, cat.), BINAP (62.0 mg, cat.) and sodium t-butoxide (143.0 mg, 1.49 mmol) were added to toluene (10.0 mL). The reaction mixture was stirred at 100° C. for 12 hours and then filtered through celite pad. A saturated solution of ammonium chloride was added to the filtrate, whi... Reactants: C(C1=CC=CC=C1)[C@@H]1N(CCN(C1)C1=CC(=C(C=C1)OC)OC1CCCC1)C(CCC(=O)OCC)=O ((S)-ethyl 4-(2-benzyl-4-(3-(cyclopentyloxy)-4-methoxyphenyl)piperazin-1-yl)-4-oxobutanoate), [Li+].[OH-] (LiOH). Solvent: C1CCOC1 (THF), O (water). Conditions: time 24 hour. Product: C(C1=CC=CC=C1)[C@@H]1N(CCN(C1)C1=CC(=C(C=C1)OC)OC1CCCC1)C(CCC(=O)O)=O ((S)-4-(2-benzyl-4-(3-(cyclopentyloxy)-4-methoxyphenyl)piperazin-1-yl)-4-oxobutanoic acid). Yield: 70.3%. RXN SMILES: [CH2:1]([C@H:8]1[CH2:13][N:12]([C:14]2[CH:19]=[CH:18][C:17]([O:20][CH3:21])=[C:16]([O:22][CH:23]3[CH2:27][CH2:26][CH2:25][CH2:24]3)[CH:15]=2)[CH2:11][CH2:10][N:9]1[C:28](=[O:36])[CH2:29][CH2:30][C:31]([O:33]CC)=[O:32])[C:2]1[CH:7]=[CH:6][CH:5]=[CH:4][CH:3]=1.[Li+].[OH-]>C1COCC1.O>[CH2:1]([C@H:8]1[CH2:13][N:12]([C:14]2[CH:19]=[CH:18][C:17]([O:20][CH3:21])=[C:16]([O:22][CH:23]3[CH2:27][CH2:26][CH2:25][CH2:24]3)[CH:15]=2)[CH2:11][CH2:10][N:9]1[C:28](=[O:36])[CH2:29][CH2:30][C:31]([OH:33])=[O:32])[C:2]1[CH:7]=[CH:6][CH:5]=[CH:4][CH:3]=1 |f:1.2|. Reported procedure: The intermediate (S)-ethyl 4-(2-benzyl-4-(3-(cyclopentyloxy)-4-methoxyphenyl)piperazin-1-yl)-4-oxobutanoate (124 mg, 0.25 mmol) was dissolved in THF (4 mL) and treated with LiOH (12 mg, 0.5 mmol) in water (1 mL) and stirred for 24 h. The reaction mixture was evaporated to half-volume, diluted with water (5 mL) and the pH adjusted to pH ˜7 with a 1 N solution of hydrochloric acid. The resulting precipitate was filtered with the aid of water and air dried to afford the title compound as a solid (8...